From a dataset of the Open Reaction Database (ORD), a public repository of structured organic reaction records. describe an organic reaction: reactants, conditions, products, and yield Starting materials: BrC=1N=C2C(=NC1)N(C=C2C(=O)NC(C)(C)C)COCC[Si](C)(C)C (2-bromo-N-tert-butyl-5-((2-(trimethylsilyl)ethoxy)methyl)-5H-pyrrolo[2,3-b]pyrazine-7-carboxamide), CC1=NC=C(C=N1)N (2-methylpyrimidin-5-amine), C=1C=CC(=CC1)P(C=2C=CC=CC2)C3=CC=C4C=CC=CC4=C3C5=C6C=CC=CC6=CC=C5P(C=7C=CC=CC7)C=8C=CC=CC8 (BINAP), CC(C)([O-])C.[Na+] (sodium tert-butoxide). Reagents/catalysts: C(C)(=O)[O-].[Pd+2].C(C)(=O)[O-] (palladium (II) acetate). The solvent is O (water), CN(C)C=O (DMF), C1(=CC=CC=C1)C (toluene). Reaction conditions: temperature 140 celsius. The product is C(C)(C)(C)NC(=O)C1=CN(C2=NC=C(N=C21)NC=2C=NC(=NC2)C)COCC[Si](C)(C)C (N-tert-butyl-2-(2-methylpyrimidin-5-ylamino)-5-((2-(trimethylsilyl)ethoxy)methyl)-5H-pyrrolo[2,3-b]pyrazine-7-carboxamide). Yield: 48.7%. As a reaction SMILES: Br[C:2]1[N:3]=[C:4]2[C:10]([C:11]([NH:13][C:14]([CH3:17])([CH3:16])[CH3:15])=[O:12])=[CH:9][N:8]([CH2:18][O:19][CH2:20][CH2:21][Si:22]([CH3:25])([CH3:24])[CH3:23])[C:5]2=[N:6][CH:7]=1.[CH3:26][C:27]1[N:32]=[CH:31][C:30]([NH2:33])=[CH:29][N:28]=1.C1C=CC(P(C2C(C3C(P(C4C=CC=CC=4)C4C=CC=CC=4)=CC=C4C=3C=CC=C4)=C3C(C=CC=C3)=CC=2)C2C=CC=CC=2)=CC=1.CC(C)([O-])C.[Na+]>CN(C=O)C.C1(C)C=CC=CC=1.O.C([O-])(=O)C.[Pd+2].C([O-])(=O)C>[C:14]([NH:13][C:11]([C:10]1[C:4]2[C:5](=[N:6][CH:7]=[C:2]([NH:33][C:30]3[CH:29]=[N:28][C:27]([CH3:26])=[N:32][CH:31]=3)[N:3]=2)[N:8]([CH2:18][O:19][CH2:20][CH2:21][Si:22]([CH3:25])([CH3:24])[CH3:23])[CH:9]=1)=[O:12])([CH3:17])([CH3:16])[CH3:15] |f:3.4,8.9.10|. Reported procedure: A mixture of 2-bromo-N-tert-butyl-5-((2-(trimethylsilyl)ethoxy)methyl)-5H-pyrrolo[2,3-b]pyrazine-7-carboxamide (150 mg, 351 μmol), 2-methylpyrimidin-5-amine (57.4 mg, 526 μmol), BINAP (10.9 mg, 17.5 μmol), palladium (II) acetate (19.7 mg, 87.7 μmol) and sodium tert-butoxide (84.3 mg, 877 μmol) in DMF (1 mL) and toluene (500 μL) was heated in a microwave at 140° C. for 20 min. The reaction mixture was diluted with water then extracted into ethyl acetate (3×). The combined organic extracts were wa... The reactants are CC(C)(C)c1cc(NC(=O)Nc2cccc(S)c2)no1, O=C([O-])[O-], COc1cc2ncnc(Cl)c2cc1OCCS(C)(=O)=O, [Cs+], [Cs+], C1CCOC1. Yields the product COc1cc2ncnc(Sc3cccc(NC(=O)Nc4cc(C(C)(C)C)on4)c3)c2cc1OCCS(C)(=O)=O. As a reaction SMILES: [C:1]([CH3:2])([CH3:3])([CH3:4])[c:5]1[cH:6][c:7]([NH:10][C:11](=[O:12])[NH:13][c:14]2[cH:15][c:16]([SH:20])[cH:17][cH:18][cH:19]2)[n:8][o:9]1.[C:21](=[O:22])([O-:23])[O-:24].[Cl:27][c:28]1[n:29][cH:30][n:31][c:32]2[cH:33][c:34]([O:45][CH3:46])[c:35]([O:38][CH2:39][CH2:40][S:41](=[O:42])(=[O:43])[CH3:44])[cH:36][c:37]12.[Cs+:25].[Cs+:26].[O:47]1[CH2:48][CH2:49][CH2:50][CH2:51]1>>[C:1]([CH3:2])([CH3:3])([CH3:4])[c:5]1[cH:6][c:7]([NH:10][C:11](=[O:12])[NH:13][c:14]2[cH:15][c:16]([S:20][c:28]3[n:29][cH:30][n:31][c:32]4[cH:33][c:34]([O:45][CH3:46])[c:35]([O:38][CH2:39][CH2:40][S:41](=[O:42])(=[O:43])[CH3:44])[cH:36][c:37]34)[cH:17][cH:18][cH:19]2)[n:8][o:9]1. Starting materials: N1=C(C=NC=C1)C(=O)N (pyrazinamide), CN(C=O)C (Dimethyl formamide). Solvent: S(=O)(Cl)Cl (Thionyl chloride). Conditions: time 5 minute. Product: N1=C(C=NC=C1)C(=O)O (2-Pyrazinecarboxylic acid). The yield is 111.6%. As a reaction SMILES: [N:1]1[CH:6]=[CH:5][N:4]=[CH:3][C:2]=1[C:7](N)=[O:8].CN(C)C=[O:13]>S(Cl)(Cl)=O>[N:1]1[CH:6]=[CH:5][N:4]=[CH:3][C:2]=1[C:7]([OH:8])=[O:13]. Procedure details: Thionyl chloride (10 mL) is added to a 25 mL round bottom flask in an ice bath. To the flask is added 800 mg (6.5 mmole) of 2-Pyrazinecarboxylic acid 74, and the mixture stirred for 5 minutes. Dimethyl formamide (1.02 g mg, 14 mmole) is added in a single portion, and the orange/red solution stirred for 90 minutes. The solvents are removed under reduced pressure to give 80 (0.900 g). The reactants are CC1(CBr)SC2C(NC(=O)Cc3ccccc3)C(=O)N2C1C(=O)OCC(Cl)(Cl)Cl, Cc1nnc(S)s1, CC(C)=O, O=P([O-])([O-])[O-]. Yields the product Cc1nnc(SCC2(C)SC3C(NC(=O)Cc4ccccc4)C(=O)N3C2C(=O)OCC(Cl)(Cl)Cl)s1. Reaction SMILES: [Br:8][CH2:9][C:10]1([CH3:36])[S:11][CH:12]2[N:13]([CH:14]1[C:15](=[O:16])[O:17][CH2:18][C:19]([Cl:20])([Cl:21])[Cl:22])[C:23](=[O:35])[CH:24]2[NH:25][C:26]([CH2:27][c:28]1[cH:29][cH:30][cH:31][cH:32][cH:33]1)=[O:34].[CH3:1][c:2]1[n:3][n:4][c:5]([SH:7])[s:6]1.[CH3:42][C:43](=[O:44])[CH3:45].[O-:37][P:38](=[O:39])([O-:40])[O-:41]>>[CH3:1][c:2]1[n:3][n:4][c:5]([S:7][CH2:9][C:10]2([CH3:36])[S:11][CH:12]3[N:13]([CH:14]2[C:15](=[O:16])[O:17][CH2:18][C:19]([Cl:20])([Cl:21])[Cl:22])[C:23](=[O:35])[CH:24]3[NH:25][C:26]([CH2:27][c:28]2[cH:29][cH:30][cH:31][cH:32][cH:33]2)=[O:34])[s:6]1. Reactants: ClC1=NN2C(C(=CC=C2)C2=CC=C(C=C2)S(=O)(=O)C)=N1 (2-chloro-8-(4-methanesulfonyl-phenyl)-[1,2,4]triazolo[1.5-a]pyridine), C(C)N1N=CC(=C1)N (1-ethyl-1H-pyrazol-4-ylamine), C1(CCCCC1)P(C1(C(=CC=CC1)C1=CC=CC=C1)P(C1CCCCC1)C1CCCCC1)C1CCCCC1 (2,2-bis-dicyclohexylphosphanyl-biphenyl). Product: C(C)N1N=CC(=C1)NC1=NN2C(C(=CC=C2)C2=CC=C(C=C2)S(=O)(=O)C)=N1 ((1-Ethyl-1H-pyrazol-4-yl)-[8-(4-methanesulfonyl-phenyl)-[1,2,4]triazolo[1,5-a]pyridin-2-yl]-amine), solid. Isolated yield 58.0%. As a reaction SMILES: Cl[C:2]1[N:20]=[C:5]2[C:6]([C:10]3[CH:15]=[CH:14][C:13]([S:16]([CH3:19])(=[O:18])=[O:17])=[CH:12][CH:11]=3)=[CH:7][CH:8]=[CH:9][N:4]2[N:3]=1.[CH2:21]([N:23]1[CH:27]=[C:26]([NH2:28])[CH:25]=[N:24]1)[CH3:22].C1(P(C2CCCCC2)C2(P(C3CCCCC3)C3CCCCC3)CC=CC=C2C2C=CC=CC=2)CCCCC1>>[CH2:21]([N:23]1[CH:27]=[C:26]([NH:28][C:2]2[N:20]=[C:5]3[C:6]([C:10]4[CH:15]=[CH:14][C:13]([S:16]([CH3:19])(=[O:18])=[O:17])=[CH:12][CH:11]=4)=[CH:7][CH:8]=[CH:9][N:4]3[N:3]=2)[CH:25]=[N:24]1)[CH3:22]. Procedure details: (1-Ethyl-1H-pyrazol-4-yl)-[8-(4-methanesulfonyl-phenyl)-[1,2,4]triazolo[1,5-a]pyridin-2-yl]-amine was prepared from 2-chloro-8-(4-methanesulfonyl-phenyl)-[1,2,4]triazolo[1.5-a]pyridine (0.125 g, 0.406 mmol) and 1-ethyl-1H-pyrazol-4-ylamine (0.058 g, 0.52 mmol) with 2,2-bis-dicyclohexylphosphanyl-biphenyl (0.048 g, 0.088 mmol) as the ligand in a manner analogous to Example 2d. Product was isolated as a tan solid (0.09 g, 58%). MP=201-203° C. 1H NMR (400 MHz, (D3C)2SO, δ, ppm): 9.37 (s, 1H), 8.78 ... The reactants are FC(C(=O)O)(F)F (TFA), NC1=C(C=CC(=C1)C(F)(F)F)C=1NC2=CC=CC=C2C1 (2-(2-amino-4-trifluoromethylphenyl)-1H-indole). The solvent is C1CCOC1 (THF). Conditions: time 8 hour. Product: NC1=C(C=CC(=C1)C(F)(F)F)C1NC2=CC=CC=C2C1 (2,3-Dihydro-2-(2-amino-4-trifluoromethylphenyl)-1H-indole). Yield: 20.2%. As a reaction SMILES: FC(F)(F)C(O)=O.[NH2:8][C:9]1[CH:14]=[C:13]([C:15]([F:18])([F:17])[F:16])[CH:12]=[CH:11][C:10]=1[C:19]1[NH:20][C:21]2[C:26]([CH:27]=1)=[CH:25][CH:24]=[CH:23][CH:22]=2>C1COCC1>[NH2:8][C:9]1[CH:14]=[C:13]([C:15]([F:16])([F:17])[F:18])[CH:12]=[CH:11][C:10]=1[CH:19]1[CH2:27][C:26]2[C:21](=[CH:22][CH:23]=[CH:24][CH:25]=2)[NH:20]1. Procedure: Borane-tetrahydrofuran complex (1.0M, 130 ml) was added dropwise to a solution of 90 ml THF and 90 ml TFA (trifluoroacetic acid) at -5° C., and then 17.93 g 2-(2-amino-4-trifluoromethylphenyl)-1H-indole was added. The resulting solution was stirred at room temperature overnight. The reaction mixture was quenched with water and basified with 50% NaOH. The solution was extracted with Et2O. This organic layer was washed with water and saturated NaCl solution, dried (MgSO4), and concentrated to yiel... Reactants: [Br-] (bromide), COC(=O)C=1C=C(C=CC1)C1=CC(=CC=C1)O (3′-hydroxy-[1,1′-biphenyl]-3-carboxylic acid methyl ester), BrCCNC(=O)OC(C)(C)C (2-bromo-1-[(tert-butoxycarbonyl)amino]ethane), C([O-])([O-])=O.[K+].[K+] (potassium carbonate). Solvent: CN(C=O)C (N, N-dimethylformamide). Reaction conditions: time 30 minute. Product: C(C)(C)(C)OC(=O)NCCOC=1C=C(C=CC1)C1=CC(=CC=C1)C(=O)OC (Methyl 3′-[2-[[(tert-butoxy)carbonyl]amino]ethoxy]-[1,1′-biphenyl]-3-carboxylate). Isolated yield 76.1%. RXN SMILES: [CH3:1][O:2][C:3]([C:5]1[CH:6]=[C:7]([C:11]2[CH:16]=[CH:15][CH:14]=[C:13]([OH:17])[CH:12]=2)[CH:8]=[CH:9][CH:10]=1)=[O:4].Br[CH2:19][CH2:20][NH:21][C:22]([O:24][C:25]([CH3:28])([CH3:27])[CH3:26])=[O:23].C(=O)([O-])[O-].[K+].[K+].[Br-]>CN(C)C=O>[C:25]([O:24][C:22]([NH:21][CH2:20][CH2:19][O:17][C:13]1[CH:12]=[C:11]([C:7]2[CH:8]=[CH:9][CH:10]=[C:5]([C:3]([O:2][CH3:1])=[O:4])[CH:6]=2)[CH:16]=[CH:15][CH:14]=1)=[O:23])([CH3:28])([CH3:27])[CH3:26] |f:2.3.4|. Procedure details: A mixture of 3′-hydroxy-[1,1′-biphenyl]-3-carboxylic acid methyl ester (667 mg) and 2-bromo-1-[(tert-butoxycarbonyl)amino]ethane (980 mg) in N, N-dimethylformamide (15 mL) was treated with potassium carbonate (2.0 g). The mixture was stirred at room temperature for 30 min, and heated to 50° C. in an oil bath for 14 h. Additional bromide (396 mg) was added and the mixture was heated an additional 36 h. The mixture was cooled to room temperature and partitioned between 1:1 hexane ethyl acetate and...